Dataset: the Open Reaction Database (ORD), a public repository of structured organic reaction records. Task: describe an organic reaction: reactants, conditions, products, and yield As a reaction SMILES: [C:37](=[O:38])([OH:39])[O-:40].[CH2:18]([Li:19])[CH2:20][CH2:21][CH3:22].[CH2:42]1[O:43][CH2:44][CH2:45][CH2:46]1.[CH3:1][O:2][CH2:3][CH2:4][CH2:5][N:6]1[S:7](=[O:16])(=[O:17])[c:8]2[c:9]([cH:13][cH:14][s:15]2)[CH2:10][CH:11]1[CH3:12].[CH3:27][C:28](=[O:29])[O-:30].[NH2:31][O:32][S:33]([OH:34])(=[O:35])=[O:36].[Na+:26].[Na+:41].[O:23]=[S:24]=[O:25]>>[CH3:1][O:2][CH2:3][CH2:4][CH2:5][N:6]1[S:7](=[O:16])(=[O:17])[c:8]2[c:9]([cH:13][c:14]([S:24](=[O:23])(=[O:25])[NH2:31])[s:15]2)[CH2:10][CH:11]1[CH3:12]. Yields the product COCCCN1C(C)Cc2cc(S(N)(=O)=O)sc2S1(=O)=O. Starting materials: O=C([O-])O, [Li]CCCC, C1CCOC1, COCCCN1C(C)Cc2ccsc2S1(=O)=O, CC(=O)[O-], NOS(=O)(=O)O, [Na+], [Na+], O=S=O. Reactants: BrCc1ccccc1, COC(=O)c1cccc2[nH]c(N)nc12, CS(C)=O. Product: COC(=O)c1cccc2c1nc(N)n2Cc1ccccc1. Reaction SMILES: [Br:15][CH2:16][c:17]1[cH:18][cH:19][cH:20][cH:21][cH:22]1.[CH3:1][O:2][C:3](=[O:4])[c:5]1[cH:6][cH:7][cH:8][c:9]2[nH:10][c:11]([NH2:14])[n:12][c:13]12.[CH3:23][S:24]([CH3:25])=[O:26]>>[CH3:1][O:2][C:3](=[O:4])[c:5]1[cH:6][cH:7][cH:8][c:9]2[n:10]([CH2:16][c:17]3[cH:18][cH:19][cH:20][cH:21][cH:22]3)[c:11]([NH2:14])[n:12][c:13]12. Starting materials: NC1=NS(N=C1NCCSCC1=CSC(=C1)CN(C)C)=O (3-amino-4-{2-[(5-dimethylaminomethyl-3-thienyl)methylthio]ethylamino}-1,2,5-thiadiazole 1-oxide), NC1=NS(N=C1NCCSCC=1SC(=C(C1)C)CN(C)C)=O (3-amino-4-{2-[(5-dimethylaminomethyl-4-methyl-2-thienyl)methylthio]ethylamino}-1,2,5-thiadiazole 1-oxide). Yields the product NC1=NSN=C1NCCSCC=1SC(=C(C1)C)CN(C)C (3-Amino-4-{2-[(5-dimethylaminomethyl-4-methyl-2-thienyl)methylthio]ethylamino}-1,2,5-thiadiazole). Reaction SMILES: NC1C(NCCSCC2C=C(CN(C)C)SC=2)=NS(=O)N=1.[NH2:22][C:23]1[C:27]([NH:28][CH2:29][CH2:30][S:31][CH2:32][C:33]2[S:34][C:35]([CH2:39][N:40]([CH3:42])[CH3:41])=[C:36]([CH3:38])[CH:37]=2)=[N:26][S:25](=O)[N:24]=1>>[NH2:22][C:23]1[C:27]([NH:28][CH2:29][CH2:30][S:31][CH2:32][C:33]2[S:34][C:35]([CH2:39][N:40]([CH3:41])[CH3:42])=[C:36]([CH3:38])[CH:37]=2)=[N:26][S:25][N:24]=1. Reported procedure: The general procedure of Example 5 is repeated except that the 3-amino-4-{2-[(5-dimethylaminomethyl-3-thienyl)methylthio]ethylamino}-1,2,5-thiadiazole 1-oxide utilized therein is replaced by an equimolar amount of 3-amino-4-{2-[(5-dimethylaminomethyl-4-methyl-2-thienyl)methylthio]ethylamino}-1,2,5-thiadiazole 1-oxide [prepared according to the general procedure described in U.S. Pat. No. 4,374,248], and the title compound is thereby produced.